This data is from the Open Reaction Database (ORD), a public repository of structured organic reaction records. The task is: describe an organic reaction: reactants, conditions, products, and yield The reactants are OC1=C(C=C(C=C1)C(N)=S)CCC (4-hydroxy-3-propylbenzenecarbothioamide), ClC1C(CCCC1)=O (2-chlorocyclohexanone). The reagents and catalysts are O.C1(=CC=C(C=C1)S(=O)(=O)O)C (p-toluenesulfonic acid monohydrate). The solvent is C1(=CC=CC=C1)C (toluene). The product is C(CC)C1=C(C=CC(=C1)C=1SC2=C(N1)CCCC2)O (2-propyl-4-(4,5,6,7-tetrahydro-benzothiazol-2-yl)-phenol). The yield is 96.9%. RXN SMILES: [OH:1][C:2]1[CH:7]=[CH:6][C:5]([C:8](=[S:10])[NH2:9])=[CH:4][C:3]=1[CH2:11][CH2:12][CH3:13].Cl[CH:15]1[CH2:20][CH2:19][CH2:18][CH2:17][C:16]1=O>C1(C)C=CC=CC=1.O.C1(C)C=CC(S(O)(=O)=O)=CC=1>[CH2:11]([C:3]1[CH:4]=[C:5]([C:8]2[S:10][C:15]3[CH2:20][CH2:19][CH2:18][CH2:17][C:16]=3[N:9]=2)[CH:6]=[CH:7][C:2]=1[OH:1])[CH2:12][CH3:13] |f:3.4|. Procedure: A suspension of 4-hydroxy-3-propyl-thiobenzamide (5 g, 0.026 mol) (Example 34), 2-chlorocyclohexanone (4.07 g, 0.031 mol), and p-toluenesulfonic acid monohydrate (0.244 g, 1.28 mmol) in anhydrous toluene (100 mL) was heated to reflux in a Dean-Stark apparatus under argon for 12 h. At about 90° C., the mixture became a red orange oil and after 4 h of refluxing, precipitation was observed. The reaction mixture was cooled and diluted with ethyl acetate (50 mL). The organic layer was washed successi...